From a dataset of the Open Reaction Database (ORD), a public repository of structured organic reaction records. describe an organic reaction: reactants, conditions, products, and yield Reaction SMILES: [CH3:1][CH2:2][CH2:3][C:4]1[C:9]([OH:10])=[C:8]([C:11]([CH3:13])=[O:12])[CH:7]=[CH:6][C:5]=1[OH:14].[N+](C(OCC)=O)(C(OCC)=O)=[N-].[CH:27]1[CH2:32][CH2:31][CH2:30][CH2:29][C:28]=1O.C1(P(C2C=CC=CC=2)C2C=CC=CC=2)C=CC=CC=1>O1CCCC1>[C:11]([C:8]1[CH:7]=[CH:6][C:5]([O:14][CH:32]2[CH2:31][CH2:30][CH2:29][CH:28]=[CH:27]2)=[C:4]([CH2:3][CH2:2][CH3:1])[C:9]=1[OH:10])(=[O:12])[CH3:13]. Run at time 18 hour. Reactants: CCCC1=C(C=CC(=C1O)C(=O)C)O (2,4-dihydroxy-3-propylacetophenone), [N+](=[N-])(C(=O)OCC)C(=O)OCC (diethyl diazodicarboxylate), C1=C(CCCC1)O (cyclohexen-2-ol), C1(=CC=CC=C1)P(C1=CC=CC=C1)C1=CC=CC=C1 (triphenylphosphine). The product is C(C)(=O)C1=C(C(=C(OC2C=CCCC2)C=C1)CCC)O (3-(4-Acetyl-3-hydroxy-2-propylphenoxy)-1-cyclohexene). The solvent is O1CCCC1 (tetrahydrofuran), C1CCOC1 (THF). Procedure: To a mixture of 2,4-dihydroxy-3-propylacetophenone, 40 g, diethyl diazodicarboxylate, 51 g, and cyclohexen-2-ol, 20 g, in tetrahydrofuran, 1.5 L, cooled at 0° C., was added slowly a solution of triphenylphosphine, 80 g, in THF, 0.5 L. The mixture was stirred at room temperature for 18 hours. The volatiles were removed in vacuo. The residue was dissolved in a minimum amount of CH2Cl2 and placed on a silica gel column. Elution with 1% EtOAc/hexane yielded 20 g of the title compound as an oil. NMR ...